Task: describe an organic reaction: reactants, conditions, products, and yield. Dataset: the Open Reaction Database (ORD), a public repository of structured organic reaction records The reactants are O=C([O-])[O-], CC#N, N#CCCl, [Cs+], [Cs+], Oc1ccc2c(c1)CCC(c1ccccc1)O2. Product: N#CCOc1ccc2c(c1)CCC(c1ccccc1)O2. As a reaction SMILES: [C:1](=[O:2])([O-:3])[O-:4].[CH3:28][C:29]#[N:30].[Cl:7][CH2:8][C:9]#[N:10].[Cs+:5].[Cs+:6].[c:11]1([CH:17]2[O:18][c:19]3[cH:20][cH:21][c:22]([OH:27])[cH:23][c:24]3[CH2:25][CH2:26]2)[cH:12][cH:13][cH:14][cH:15][cH:16]1>>[CH2:8]([C:9]#[N:10])[O:27][c:22]1[cH:21][cH:20][c:19]2[c:24]([cH:23]1)[CH2:25][CH2:26][CH:17]([c:11]1[cH:12][cH:13][cH:14][cH:15][cH:16]1)[O:18]2. Reactants: C(C)C=1C(NC(NC1SC1=CC(=CC(=C1)C)C)=O)=O (5-Ethyl-6-(3,5-dimethylphenyl)thio-2,4-pyrimidinedione), C1(=CC=C(C=C1)S(=O)(=O)OCC1CCCCC1)C ((cyclohexyl)methyl para-toluenesulfonate). Product: C1(CCCCC1)CN1C(NC(C(=C1SC1=CC(=CC(=C1)C)C)CC)=O)=O (1-(Cyclohexyl)methyl-5-ethyl-6-(3,5-dimethylphenyl)thio-2,4-pyrimidinedione). The yield is 52.3%. RXN SMILES: [CH2:1]([C:3]1[C:4](=[O:19])[NH:5][C:6](=[O:18])[NH:7][C:8]=1[S:9][C:10]1[CH:15]=[C:14]([CH3:16])[CH:13]=[C:12]([CH3:17])[CH:11]=1)[CH3:2].[C:20]1([CH3:37])[CH:25]=[CH:24][C:23](S(OCC2CCCCC2)(=O)=O)=[CH:22][CH:21]=1>>[CH:20]1([CH2:37][N:7]2[C:8]([S:9][C:10]3[CH:11]=[C:12]([CH3:17])[CH:13]=[C:14]([CH3:16])[CH:15]=3)=[C:3]([CH2:1][CH3:2])[C:4](=[O:19])[NH:5][C:6]2=[O:18])[CH2:25][CH2:24][CH2:23][CH2:22][CH2:21]1. Procedure details: 5-Ethyl-6-(3,5-dimethylphenyl)thio-2,4-pyrimidinedione and (cyclohexyl)methyl para-toluenesulfonate were reacted by the same way with the example 1 to obtain the titled compound (195 mg, yield: 52.3%). Starting materials: CCCC[N+](CCCC)(CCCC)CCCC, C1CCOC1, [F-], C[Si](C)(C)C(F)(F)F, O, O=C(c1ccc2c(cnn2-c2ccccc2)c1)c1nccc2ccccc12. Product: OC(c1ccc2c(cnn2-c2ccccc2)c1)(c1nccc2ccccc12)C(F)(F)F. Reaction SMILES: [CH2:37]([N+:38]([CH2:39][CH2:40][CH2:41][CH3:42])([CH2:43][CH2:44][CH2:45][CH3:46])[CH2:47][CH2:48][CH2:49][CH3:50])[CH2:51][CH2:52][CH3:53].[CH2:54]1[O:55][CH2:56][CH2:57][CH2:58]1.[F-:36].[F:28][C:29]([F:30])([F:31])[Si:32]([CH3:33])([CH3:34])[CH3:35].[OH2:59].[c:1]1([C:11](=[O:12])[c:13]2[cH:14][c:15]3[cH:16][n:17][n:18](-[c:22]4[cH:23][cH:24][cH:25][cH:26][cH:27]4)[c:19]3[cH:20][cH:21]2)[n:2][cH:3][cH:4][c:5]2[cH:6][cH:7][cH:8][cH:9][c:10]12>>[c:1]1([C:11]([OH:12])([c:13]2[cH:14][c:15]3[cH:16][n:17][n:18](-[c:22]4[cH:23][cH:24][cH:25][cH:26][cH:27]4)[c:19]3[cH:20][cH:21]2)[C:29]([F:28])([F:30])[F:31])[n:2][cH:3][cH:4][c:5]2[cH:6][cH:7][cH:8][cH:9][c:10]12. Reactants: CI (methyl iodide), CC=1C=C2C(=NC1C(O)C1=CC=C(C=C1)C)CCCCC2 (1-(6,7,8,9-Tetrahydro-3-methyl-5H-cyclohepta[b]pyrid-2-yl)-1-(4-methylphenyl)methanol), [H-].[Na+] (sodium hydride), CN(C=O)C (dimethylformamide), [H][H] (hydrogen). Solvent: O (Water). Reaction conditions: time 0.5 hour. Yields the product CC=1C=C2C(=NC1CC1(CC=C(C=C1)C)OC)CCCCC2 (6,7,8,9-Tetrahydro-3-methyl-2-(1-methyloxy-4-methylbenzyl)-5H-cyclohepta[b]pyridine). Reaction SMILES: [CH3:1][C:2]1[CH:3]=[C:4]2[CH2:21][CH2:20][CH2:19][CH2:18][CH2:17][C:5]2=[N:6][C:7]=1[CH:8]([C:10]1[CH:15]=[CH:14][C:13]([CH3:16])=[CH:12][CH:11]=1)O.[H-].[Na+].[H][H].CI.CN(C)[CH:30]=[O:31]>O>[CH3:1][C:2]1[CH:3]=[C:4]2[CH2:21][CH2:20][CH2:19][CH2:18][CH2:17][C:5]2=[N:6][C:7]=1[CH2:8][C:10]1([O:31][CH3:30])[CH:15]=[CH:14][C:13]([CH3:16])=[CH:12][CH2:11]1 |f:1.2|. Procedure details: 1-(6,7,8,9-Tetrahydro-3-methyl-5H-cyclohepta[b]pyrid-2-yl)-1-(4-methylphenyl)methanol (2.0 g 0.007 m) was added to sodium hydride (0.35 g, 50% dispersion in oil, 0.007M, washed with 40-60 petrol) suspended in dimethylformamide (20 ml). After evolution of hydrogen had ceased, methyl iodide (0.5 ml) was added and the mixture stirred at room temperature for 0.5 hours. Water was added and the mixture extracted with diethyl ether. The combined ether extracts were treated with 2N hydrochloric acid. Th... Reactants: C(C)(C)(C)C1=C(O)C=CC(=C1)O (2-t-butylhydroquinone), CC(CCCC(=O)OC)=C (methyl 5-methyl-hex-5-enoate), C=1(C(=CC=CC1)S(=O)(=O)O)C (toluene sulphonic acid). Solvent: CCOCC (ether). Yields the product C(C)(C)(C)C1=CC(=C(C=C1O)C(CCCC(=O)OC)(C)C)O (methyl 5-(4-t-butyl-2,5-dihydroxy-phenyl)-5-methyl-hexanoate). As a reaction SMILES: [C:1]([C:5]1[CH:11]=[C:10]([OH:12])[CH:9]=[CH:8][C:6]=1[OH:7])([CH3:4])([CH3:3])[CH3:2].CC(=C)C[CH2:16][CH2:17][C:18]([O:20][CH3:21])=[O:19].[C:23]1([CH3:33])[C:24](S(O)(=O)=O)=CC=C[CH:28]=1>CCOCC>[C:23]([C:9]1[C:10]([OH:12])=[CH:11][C:5]([C:1]([CH3:4])([CH3:2])[CH2:3][CH2:16][CH2:17][C:18]([O:20][CH3:21])=[O:19])=[C:6]([OH:7])[CH:8]=1)([CH3:33])([CH3:24])[CH3:28]. Procedure details: 16.6 Parts of 2-t-butylhydroquinone, 14.2 parts of methyl 5-methyl-hex-5-enoate and 0.5 part of p.toluene sulphonic acid are heated on a steam-bath for 24 hours. The reaction mixture is then taken up in ether, washed with dilute sodium hydroxide solution, and then with water. After removing ether and lower boilers, distillation gave methyl 5-(4-t-butyl-2,5-dihydroxy-phenyl)-5-methyl-hexanoate, [formula (124)], b0.3 186°-210° C. This fraction after crystallisation from petroleum ether, had a m.p.... Starting materials: C(C)C1=CC=C(C=C1)NCC1=CC=C(C=C1)N1CCOCC1 ((4-ethylphenyl)(4-morpholinophenylmethyl)amine), C(C)(C)C1=C(C(=CC=C1)C(C)C)N=C=O (2,6-diisopropylphenyl isocyanate). Product: C(C)(C)C1=C(C(=CC=C1)C(C)C)NC(N(CC1=CC=C(C=C1)N1CCOCC1)C1=CC=C(C=C1)CC)=O (N′-(2,6-diisopropylphenyl)-N-(4-ethylphenyl)-N-(4-morpholinophenylmethyl)urea). As a reaction SMILES: [CH2:1]([C:3]1[CH:8]=[CH:7][C:6]([NH:9][CH2:10][C:11]2[CH:16]=[CH:15][C:14]([N:17]3[CH2:22][CH2:21][O:20][CH2:19][CH2:18]3)=[CH:13][CH:12]=2)=[CH:5][CH:4]=1)[CH3:2].[CH:23]([C:26]1[CH:31]=[CH:30][CH:29]=[C:28]([CH:32]([CH3:34])[CH3:33])[C:27]=1[N:35]=[C:36]=[O:37])([CH3:25])[CH3:24]>>[CH:23]([C:26]1[CH:31]=[CH:30][CH:29]=[C:28]([CH:32]([CH3:33])[CH3:34])[C:27]=1[NH:35][C:36](=[O:37])[N:9]([C:6]1[CH:7]=[CH:8][C:3]([CH2:1][CH3:2])=[CH:4][CH:5]=1)[CH2:10][C:11]1[CH:16]=[CH:15][C:14]([N:17]2[CH2:18][CH2:19][O:20][CH2:21][CH2:22]2)=[CH:13][CH:12]=1)([CH3:24])[CH3:25]. Procedure details: By the reaction and treatment in the same manner as in Example 1 using (4-ethylphenyl)(4-morpholinophenylmethyl)amine (0.63 g) and 2,6-diisopropylphenyl isocyanate (0.46 mL) as starting materials, N′-(2,6-diisopropylphenyl)-N-(4-ethylphenyl)-N-(4-morpholinophenylmethyl)urea (0.45 g) was obtained. melting point: 159–161° C. Reactants: CN(c1ccccc1)S(=O)(=O)c1ncccc1C=O, COC(=O)Cn1c(C)cc2cc(F)ccc21. Yields the product COC(=O)Cn1c(C)c(Cc2cccnc2S(=O)(=O)N(C)c2ccccc2)c2cc(F)ccc21. As a reaction SMILES: [CH3:17][N:18]([S:19](=[O:20])(=[O:21])[c:22]1[n:23][cH:24][cH:25][cH:26][c:27]1[CH:28]=[O:29])[c:30]1[cH:31][cH:32][cH:33][cH:34][cH:35]1.[CH3:1][O:2][C:3]([CH2:4][n:5]1[c:6]([CH3:15])[cH:7][c:8]2[cH:9][c:10]([F:14])[cH:11][cH:12][c:13]12)=[O:16]>>[CH3:1][O:2][C:3]([CH2:4][n:5]1[c:6]([CH3:15])[c:7]([CH2:28][c:27]2[c:22]([S:19]([N:18]([CH3:17])[c:30]3[cH:31][cH:32][cH:33][cH:34][cH:35]3)(=[O:20])=[O:21])[n:23][cH:24][cH:25][cH:26]2)[c:8]2[cH:9][c:10]([F:14])[cH:11][cH:12][c:13]12)=[O:16]. RXN SMILES: [CH3:35][N:36]([CH3:37])[CH:38]=[O:39].[Cl:1][c:2]1[cH:3][cH:4][cH:5][c:6]2[c:7]1[C:8](=[O:22])[N:9]1[CH:10]([c:11]3[n:12]-2[cH:13][n:14][c:15]3[CH:16]=[CH:17][Cl:18])[CH2:19][CH2:20][CH2:21]1.[N:23]12[CH2:24][CH2:25][CH2:26][N:27]=[C:28]1[CH2:29][CH2:30][CH2:31][CH2:32][CH2:33]2.[OH2:34]>>[Cl:1][c:2]1[cH:3][cH:4][cH:5][c:6]2[c:7]1[C:8](=[O:22])[N:9]1[CH:10]([c:11]3[n:12]-2[cH:13][n:14][c:15]3[C:16]#[CH:17])[CH2:19][CH2:20][CH2:21]1. Yields the product C#Cc1ncn2c1C1CCCN1C(=O)c1c(Cl)cccc1-2. The reactants are CN(C)C=O, O=C1c2c(Cl)cccc2-n2cnc(C=CCl)c2C2CCCN12, C1CCC2=NCCCN2CC1, O.